Dataset: the Open Reaction Database (ORD), a public repository of structured organic reaction records. Task: describe an organic reaction: reactants, conditions, products, and yield The reactants are C(C)(C)(C)NCC(COC1=C(C(=O)CCC(=O)OC)C=C(C=C1)C)O (Methyl 3-[2-(3-t-butylamino-2-hydroxypropoxy)-5-methylbenzoyl]propionate), O.NN (hydrazine hydrate), Example 2 ( ii ). The product is C(C)(C)(C)NCC(COC1=C(C=C(C=C1)C)C=1CCC(NN1)=O)O (6-[2-(3-t-butylamino-2-hydroxypropoxy)-5-methylphenyl]-4,5-dihydro-3(2H)-pyridazinone). Reaction SMILES: [C:1]([NH:5][CH2:6][CH:7]([OH:25])[CH2:8][O:9][C:10]1[CH:23]=[CH:22][C:21]([CH3:24])=[CH:20][C:11]=1[C:12]([CH2:14][CH2:15][C:16](OC)=[O:17])=O)([CH3:4])([CH3:3])[CH3:2].O.[NH2:27][NH2:28]>>[C:1]([NH:5][CH2:6][CH:7]([OH:25])[CH2:8][O:9][C:10]1[CH:23]=[CH:22][C:21]([CH3:24])=[CH:20][C:11]=1[C:12]1[CH2:14][CH2:15][C:16](=[O:17])[NH:27][N:28]=1)([CH3:4])([CH3:3])[CH3:2] |f:1.2|. Procedure details: Methyl 3-[2-(3-t-butylamino-2-hydroxypropoxy)-5-methylbenzoyl]propionate was cyclised with hydrazine hydrate in a similar manner to the procedure described in Example 2 (ii) to give 6-[2-(3-t-butylamino-2-hydroxypropoxy)-5-methylphenyl]-4,5-dihydro-3(2H)-pyridazinone, m.p. 126°-127.5°. The hydrochloride had m.p. 206.5°-209.5°. The reactants are C1CCNC1, CC(=O)O, C#CC1(C(F)(F)F)OC(=O)Nc2ccc(Cl)cc21, Cl[Cu], C1COCCO1. The product is O=C1Nc2ccc(Cl)cc2C(C#CCN2CCCC2)(C(F)(F)F)O1. As a reaction SMILES: [CH2:19]1[CH2:20][CH2:21][NH:22][CH2:23]1.[CH3:24][C:25](=[O:26])[OH:27].[Cl:1][c:2]1[cH:3][cH:4][c:5]2[c:6]([cH:18]1)[C:7]([C:12]([F:13])([F:14])[F:15])([C:16]#[CH:17])[O:8][C:9](=[O:11])[NH:10]2.[Cl:28][Cu:29].[O:30]1[CH2:31][CH2:32][O:33][CH2:34][CH2:35]1>>[Cl:1][c:2]1[cH:3][cH:4][c:5]2[c:6]([cH:18]1)[C:7]([C:12]([F:13])([F:14])[F:15])([C:16]#[C:17][CH2:24][N:22]1[CH2:21][CH2:20][CH2:19][CH2:23]1)[O:8][C:9](=[O:11])[NH:10]2. Reactants: C(C1=CC=CC=C1)OC(=O)N[C@@H]([C@@H](C(=O)OC(C)C)O)C1=CC=CC=C1 ((±)-(2S,3R)-Isopropyl 3-(Benzyloxycarbonylamino)-2-hydroxy-3-phenylpropanoate), C(C1=CC=CC=C1)OC(=O)N[C@H](C(=O)OC(C)C)[C@@H](C1=CC=CC=C1)O ((±)-(2S,3R)-isopropyl 2-(benzyloxycarbonylamino)-3-hydroxy-3-phenylpropanoate). The product is C(C)OC(=O)N[C@H](C(=O)OC(C)C)[C@@H](C1=CC=CC=C1)O ((±)-(2S,3R)-Isopropyl 2-(Ethoxycarbonylamino)-3-hydroxy-3-phenylpropanoate). As a reaction SMILES: C(OC(N[C@H](C1C=CC=CC=1)[C@H](O)C(OC(C)C)=O)=O)C1C=CC=CC=1.[CH2:27]([O:34][C:35]([NH:37][C@@H:38]([C@H:45]([OH:52])[C:46]1[CH:51]=[CH:50][CH:49]=[CH:48][CH:47]=1)[C:39]([O:41][CH:42]([CH3:44])[CH3:43])=[O:40])=[O:36])[C:28]1C=CC=CC=1>>[CH2:27]([O:34][C:35]([NH:37][C@@H:38]([C@H:45]([OH:52])[C:46]1[CH:51]=[CH:50][CH:49]=[CH:48][CH:47]=1)[C:39]([O:41][CH:42]([CH3:44])[CH3:43])=[O:40])=[O:36])[CH3:28]. Procedure details: (±)-(2S,3R)-Isopropyl 3-(Benzyloxycarbonylamino)-2-hydroxy-3-phenylpropanoate (12a) and (±)-(2S,3R)-isopropyl 2-(benzyloxycarbonylamino)-3-hydroxy-3-phenylpropanoate (12b). Yields the product Cl.NC(CC(=O)OC)C1=CC(=C(C=C1)OC)OC (methyl 3-amino-3-(3,4-dimethoxyphenyl)propionate hydrochloride). The yield is 66.0%. Reported procedure: To 150 mL of stirred methanol at 0° C. under nitrogen was slowly added thionyl chloride (14.2 mL, 194.4 mmol). To the reaction mixture was then added 3-amino-3-(3,4-dimethoxyphenyl)propionic acid (15.5 g, 64.8 mmol). The reaction mixture was stirred at 0° C. for 30 minutes and then allowed to warm to room temperature, and stirred overnight. The reaction solution was concentrated to an oil and then diluted with 200 mL of CH3OH/Et2O (1/3) and stirred. The resulting slurry was filtered ard the soli... Conditions: temperature 0 celsius, time 30 minute. RXN SMILES: S(Cl)([Cl:3])=O.[NH2:5][CH:6]([C:11]1[CH:16]=[CH:15][C:14]([O:17][CH3:18])=[C:13]([O:19][CH3:20])[CH:12]=1)[CH2:7][C:8]([OH:10])=[O:9].[CH3:21]O>>[ClH:3].[NH2:5][CH:6]([C:11]1[CH:16]=[CH:15][C:14]([O:17][CH3:18])=[C:13]([O:19][CH3:20])[CH:12]=1)[CH2:7][C:8]([O:10][CH3:21])=[O:9] |f:3.4|. Reactants: S(=O)(Cl)Cl (thionyl chloride), NC(CC(=O)O)C1=CC(=C(C=C1)OC)OC (3-amino-3-(3,4-dimethoxyphenyl)propionic acid), CO (methanol). Starting materials: ClC1=NC(=CC(=C1)Cl)Cl (2,4,6-trichloropyridine), O1CCC(CC1)C#N (tetrahydropyran-4-carbonitrile), C[Si](C)(C)[N-][Si](C)(C)C.[Li+] (lithium bis(trimethylsilyl)amide). The solvent is C1CCOC1 (THF). Run at time 5 minute. The product is ClC1=NC(=CC(=C1)C1(CCOCC1)C#N)Cl (4-(2,6-dichloro-4-pyridyl)tetrahydropyran-4-carbonitrile), solid. Isolated yield 71.0%. RXN SMILES: [Cl:1][C:2]1[CH:7]=[C:6](Cl)[CH:5]=[C:4]([Cl:9])[N:3]=1.[O:10]1[CH2:15][CH2:14][CH:13]([C:16]#[N:17])[CH2:12][CH2:11]1.C[Si]([N-][Si](C)(C)C)(C)C.[Li+]>C1COCC1>[Cl:1][C:2]1[CH:7]=[C:6]([C:13]2([C:16]#[N:17])[CH2:14][CH2:15][O:10][CH2:11][CH2:12]2)[CH:5]=[C:4]([Cl:9])[N:3]=1 |f:2.3|. Procedure details: To a stirring solution of 2,4,6-trichloropyridine (4.65 g, 24.7 mmol) and tetrahydropyran-4-carbonitrile (2.29 g, 20.6 mmol) in THF (100 mL, 0.2 M) and under nitrogen at −78° C. was added lithium bis(trimethylsilyl)amide (29 mL, 29 mmol, 1.0 M in THF) and after 5 min, the cooling bath was removed. After stirring a further 40 min, the reaction was quenched by the addition of sat. aq. NH4Cl and then concentrated. The mixture was extracted with CH2Cl2 and organics dried over MgSO4. Following concen... The reactants are CCN(CC)C(=S)Cl, [K+], [K+], O=C([O-])[O-], CN(C)C=O, O, Oc1cccc2nccnc12. Reaction SMILES: [CH2:23]([CH3:24])[N:25]([C:26](=[S:27])[Cl:28])[CH2:29][CH3:30].[K+:12].[K+:13].[O-:14][C:15]([O-:16])=[O:17].[O:18]=[CH:19][N:20]([CH3:21])[CH3:22].[OH2:31].[OH:1][c:2]1[c:3]2[n:4][cH:5][cH:6][n:7][c:8]2[cH:9][cH:10][cH:11]1>>[O:1]([c:2]1[c:3]2[n:4][cH:5][cH:6][n:7][c:8]2[cH:9][cH:10][cH:11]1)[C:26]([N:25]([CH2:23][CH3:24])[CH2:29][CH3:30])=[S:27]. Yields the product CCN(CC)C(=S)Oc1cccc2nccnc12. Starting materials: CN(C=O)C1CCC(C(=O)Nc2c(C(=O)Nc3ccc(Cl)cn3)oc3ccc(C(=O)O)cc23)CC1, O=C([O-])O, CCN=C=NCCCN(C)C, CNC, CN(C)C=O, Cl, Cl, [Na+], On1nnc2ccccc21, c1ccncc1. The product is CN(C)C(=O)c1ccc2oc(C(=O)Nc3ccc(Cl)cn3)c(NC(=O)C3CCC(N(C)C=O)CC3)c2c1. RXN SMILES: [C:1](=[O:2])([OH:3])[c:4]1[cH:5][cH:6][c:7]2[c:8]([c:9]([NH:22][C:23](=[O:24])[CH:25]3[CH2:26][CH2:27][CH:28]([N:31]([CH3:32])[CH:33]=[O:34])[CH2:29][CH2:30]3)[c:10]([C:12](=[O:13])[NH:14][c:15]3[n:16][cH:17][c:18]([Cl:21])[cH:19][cH:20]3)[o:11]2)[cH:35]1.[C:62](=[O:63])([O-:64])[OH:65].[CH2:51]([N:52]=[C:53]=[N:54][CH2:55][CH2:56][CH2:57][N:58]([CH3:59])[CH3:60])[CH3:61].[CH3:37][NH:38][CH3:39].[CH3:73][N:74]([CH3:75])[CH:76]=[O:77].[ClH:36].[ClH:50].[Na+:66].[OH:40][n:41]1[c:42]2[cH:43][cH:44][cH:45][cH:46][c:47]2[n:48][n:49]1.[n:67]1[cH:68][cH:69][cH:70][cH:71][cH:72]1>>[C:1](=[O:2])([c:4]1[cH:5][cH:6][c:7]2[c:8]([c:9]([NH:22][C:23](=[O:24])[CH:25]3[CH2:26][CH2:27][CH:28]([N:31]([CH3:32])[CH:33]=[O:34])[CH2:29][CH2:30]3)[c:10]([C:12](=[O:13])[NH:14][c:15]3[n:16][cH:17][c:18]([Cl:21])[cH:19][cH:20]3)[o:11]2)[cH:35]1)[N:38]([CH3:37])[CH3:39]. Reactants: NC=1C=C2CC(C(C2=CC1)=O)C (5-amino-2-methyl-1-indanone), N(=O)[O-].[Na+] (sodium nitrite), diazonium salt, cuprous cyanide, [C-]#N.[K+] (potassium cyanide). The solvent is F[B-](F)(F)F.[H+] (fluoroboric acid), O (water), O (water). Conditions: time 10 minute. Yields the product C(#N)C=1C=C2CC(C(C2=CC1)=O)C (5-cyano-2-methyl-1-indanone). Yield: 74.3%. Reaction SMILES: N[C:2]1[CH:3]=[C:4]2[C:8](=[CH:9][CH:10]=1)[C:7](=[O:11])[CH:6]([CH3:12])[CH2:5]2.N([O-])=O.[Na+].[C-:17]#[N:18].[K+]>F[B-](F)(F)F.[H+].O>[C:17]([C:2]1[CH:3]=[C:4]2[C:8](=[CH:9][CH:10]=1)[C:7](=[O:11])[CH:6]([CH3:12])[CH2:5]2)#[N:18] |f:1.2,3.4,5.6|. Procedure: A solution of 5-amino-2-methyl-1-indanone (10.0 g) in fluoroboric acid (40%;28.0 ml ) was treated at 0°-5° with sodium nitrite (4.7 g) in water (8.0 ml ). The diazonium salt solution was added to cuprous cyanide (25.0 g) in potassium cyanide (37.5 g) in water (100 ml ) at 40°. The mixture was stirred at 10° for 10 minutes, cooled and extracted with chloroform. The extract was evaporated and the residue recrystallised from aqueous ethanol to give 5-cyano-2-methyl-1-indanone(7.89 g; m.p. 90°-1°) w... Reported procedure: Proceeding as described for (51), but using (S)-2-(4-fluorophenyl)-1-(3-(trifluoro-methyl)benzenesulfonyl)aziridine afforded (R)—N-(1-(4-fluorophenyl)-4-(trimethylsilyl)but-3-ynyl)-3-(trifluoromethyl)benzenesulfonamide (53). MS (m/z): 444.3 (M+H) (Calc'd for C20H21F4NO2SSi: 443.54). Product: FC1=CC=C(C=C1)[C@@H](CC#C[Si](C)(C)C)NS(=O)(=O)C1=CC(=CC=C1)C(F)(F)F ((R)—N-(1-(4-fluorophenyl)-4-(trimethylsilyl)but-3-ynyl)-3-(trifluoromethyl)benzenesulfonamide). As a reaction SMILES: CC1C=CC(S(N[C@H](C[C:15]#[C:16][Si:17]([CH3:20])([CH3:19])[CH3:18])C)(=O)=O)=CC=1.[F:21][C:22]1[CH:27]=[CH:26][C:25]([CH:28]2[CH2:30][N@@:29]2[S:31]([C:34]2[CH:39]=[CH:38][CH:37]=[C:36]([C:40]([F:43])([F:42])[F:41])[CH:35]=2)(=[O:33])=[O:32])=[CH:24][CH:23]=1>>[F:21][C:22]1[CH:27]=[CH:26][C:25]([C@H:28]([NH:29][S:31]([C:34]2[CH:39]=[CH:38][CH:37]=[C:36]([C:40]([F:43])([F:42])[F:41])[CH:35]=2)(=[O:33])=[O:32])[CH2:30][C:15]#[C:16][Si:17]([CH3:20])([CH3:19])[CH3:18])=[CH:24][CH:23]=1. Starting materials: CC1=CC=C(C=C1)S(=O)(=O)N[C@@H](C)CC#C[Si](C)(C)C ((S)-4-methyl-N-(5-(trimethylsilyl)pent-4-yn-2-yl)benzene-sulfonamide), FC1=CC=C(C=C1)C1[N@](C1)S(=O)(=O)C1=CC(=CC=C1)C(F)(F)F ((S)-2-(4-fluorophenyl)-1-(3-(trifluoro-methyl)benzenesulfonyl)aziridine).